From a dataset of the Open Reaction Database (ORD), a public repository of structured organic reaction records. describe an organic reaction: reactants, conditions, products, and yield The reactants are C1(=CC=CC=C1)C1=CC(OC2=CC(=CC=C12)OS(=O)(=O)C(F)(F)F)=O (4-phenyl-7-trifluoromethanesulfonyloxycoumarin), tetrakis (triphenylphosphine)palladium (0). Solvent: CCN(CC)CC (Et3N), CO (MeOH), CS(=O)C (DMSO). The product is C(=O)(OC)C1=CC=C2C(=CC(OC2=C1)=O)C1=CC=CC=C1 (7-Carbomethoxy-4-phenylcoumarin). RXN SMILES: [C:1]1([C:7]2[C:16]3[C:11](=[CH:12][C:13](OS(C(F)(F)F)(=O)=O)=[CH:14][CH:15]=3)[O:10][C:9](=[O:25])[CH:8]=2)[CH:6]=[CH:5][CH:4]=[CH:3][CH:2]=1>CCN(CC)CC.CO.CS(C)=O>[C:9]([C:13]1[CH:12]=[C:11]2[C:16]([C:7]([C:1]3[CH:6]=[CH:5][CH:4]=[CH:3][CH:2]=3)=[CH:8][C:9](=[O:25])[O:10]2)=[CH:15][CH:14]=1)([O:10][CH3:11])=[O:25]. Procedure: A solution of 4-phenyl-7-trifluoromethanesulfonyloxycoumarin (1.75 g) and tetrakis (triphenylphosphine)palladium (0) (600 mg) in Et3N (1.3 mL), MeOH (15 mL) and DMSO (25 mL) was stirred under an atmosphere of carbon monoxide for 1 hr at 70° C. The mixture was then poured onto sat'd. NH4Cl solution, extracted with EtOAc, dried and evaporated. Chromatography on silica gel (30% EtOAc/hexane) yielded the title compound as a solid, m.p. 133°-135° C.